Dataset: the Open Reaction Database (ORD), a public repository of structured organic reaction records. Task: describe an organic reaction: reactants, conditions, products, and yield The reactants are Cl (HCl), TEA, CS(=O)(=O)O.NCC=1C=C2CN(C(C2=CC1)=O)C1C(NC(CC1)=O)=O (3-(5-aminomethyl-1-oxo-1,3-dihydro-isoindol-2-yl)-piperidine-2,6-dione methanesulfonate), ClC=1C=C(C(=O)Cl)C=CC1 (3-chlorobenzoyl chloride). Run in C(C)#N (acetonitrile). Reaction conditions: temperature 0 celsius, time 2 hour. Product: ClC=1C=C(C(=O)NCC=2C=C3CN(C(C3=CC2)=O)C2C(NC(CC2)=O)=O)C=CC1 (3-chloro-N-[2-(2,6-dioxo-piperidin-3yl)-1-oxo-2,3-dihydro-1H-isoindol-5-ylmethyl]-benzamide). Yield: 85.0%. Reaction SMILES: CS(O)(=O)=O.[NH2:6][CH2:7][C:8]1[CH:9]=[C:10]2[C:14](=[CH:15][CH:16]=1)[C:13](=[O:17])[N:12]([CH:18]1[CH2:23][CH2:22][C:21](=[O:24])[NH:20][C:19]1=[O:25])[CH2:11]2.[Cl:26][C:27]1[CH:28]=[C:29]([CH:33]=[CH:34][CH:35]=1)[C:30](Cl)=[O:31].Cl>C(#N)C>[Cl:26][C:27]1[CH:28]=[C:29]([CH:33]=[CH:34][CH:35]=1)[C:30]([NH:6][CH2:7][C:8]1[CH:9]=[C:10]2[C:14](=[CH:15][CH:16]=1)[C:13](=[O:17])[N:12]([CH:18]1[CH2:23][CH2:22][C:21](=[O:24])[NH:20][C:19]1=[O:25])[CH2:11]2)=[O:31] |f:0.1|. Procedure: TEA (0.28 g, 2.8 mmol) was added to a mixture of 3-(5-aminomethyl-1-oxo-1,3-dihydro-isoindol-2-yl)-piperidine-2,6-dione methanesulfonate (0.50 g, 1.4 mmol) and 3-chlorobenzoyl chloride (0.25 g, 1.4 mmol) in acetonitrile (30 mL) at 0° C. The mixture was stirred at 0° C. for 2 h, then 4% aqueous HCl (30 mL) was added. The solid precipitate was filtered and dried in vacuo providing 3-chloro-N-[2-(2,6-dioxo-piperidin-3yl)-1-oxo-2,3-dihydro-1H-isoindol-5-ylmethyl]-benzamide as a white solid (0.49 g, ...